Dataset: the Open Reaction Database (ORD), a public repository of structured organic reaction records. Task: describe an organic reaction: reactants, conditions, products, and yield Starting materials: C1OC=2C=C(CCN)C=CC2OC1 (3,4-ethylenedioxyphenethylamine), ClC=1C2=C(N=C(N1)C1=CC=NO1)SC(=C2)C(F)(F)F (4-chloro-2-(isoxazol-5-yl)-6-trifluoromethyl-thieno-[2,3-d]-pyrimidine). Yields the product O1N=CC=C1C=1N=C(C2=C(N1)SC(=C2)C(F)(F)F)NCCC2=CC1=C(C=C2)OCCO1 (2-(isoxazol-5-yl)-4-(3,4-ethylenedioxyphenethylamino)-6-trifluoromethyl-thieno-[2,3-d]-pyrimidine). As a reaction SMILES: [CH2:1]1[CH2:13][O:12][C:11]2[CH:10]=[CH:9][C:5]([CH2:6][CH2:7][NH2:8])=[CH:4][C:3]=2[O:2]1.Cl[C:15]1[C:16]2[CH:28]=[C:27]([C:29]([F:32])([F:31])[F:30])[S:26][C:17]=2[N:18]=[C:19]([C:21]2[O:25][N:24]=[CH:23][CH:22]=2)[N:20]=1>>[O:25]1[C:21]([C:19]2[N:20]=[C:15]([NH:8][CH2:7][CH2:6][C:5]3[CH:9]=[CH:10][C:11]4[O:12][CH2:13][CH2:1][O:2][C:3]=4[CH:4]=3)[C:16]3[CH:28]=[C:27]([C:29]([F:31])([F:32])[F:30])[S:26][C:17]=3[N:18]=2)=[CH:22][CH:23]=[N:24]1. Procedure details: With the procedure of Example 1, the reaction of 3,4-ethylenedioxyphenethylamine with 4-chloro-2-(isoxazol-5-yl)-6-trifluoromethyl-thieno-[2,3-d]-pyrimidine yields 2-(isoxazol-5-yl)-4-(3,4-ethylenedioxyphenethylamino)-6-trifluoromethyl-thieno-[2,3-d]-pyrimidine.